describe an organic reaction: reactants, conditions, products, and yield From a dataset of the Open Reaction Database (ORD), a public repository of structured organic reaction records. The product is Oc1cc(Br)cc(C2OCCO2)c1. Reactants: Brc1cc(Br)cc(C2OCCO2)c1, C1CCOC1, [Li]CCCC, COB(OC)OC, CC(=O)O, O, OO. RXN SMILES: [Br:1][c:2]1[cH:3][c:4]([CH:9]2[O:10][CH2:11][CH2:12][O:13]2)[cH:5][c:6]([Br:8])[cH:7]1.[CH2:33]1[O:34][CH2:35][CH2:36][CH2:37]1.[CH3:14][CH2:15][CH2:16][CH2:17][Li:18].[CH3:19][O:20][B:21]([O:22][CH3:23])[O:24][CH3:25].[CH3:26][C:27](=[O:28])[OH:29].[OH2:32].[OH:30][OH:31]>>[Br:1][c:2]1[cH:3][c:4]([CH:9]2[O:10][CH2:11][CH2:12][O:13]2)[cH:5][c:6]([OH:20])[cH:7]1.